From a dataset of the Open Reaction Database (ORD), a public repository of structured organic reaction records. describe an organic reaction: reactants, conditions, products, and yield Reactants: COC=1C=C(C=CC1OC)C=CC(=O)C1=CC=C(C=C1)OCC1CO1 (3,4-dimethoxy-4′-(2,3-epoxy-propoxy)-chalcone), COC=1C=C(C=CC1OC)C=CC(=O)C1=CC=C(C=C1)OCC1CO1 (3,4-Dimethoxy-4′-(2,3-epoxy-propoxy)-chalcone), C1(=CC=CC=C1)N1CCNCC1 (1-phenyl piperazine). Solvent: CO (methanol). The product is COC=1C=C(C=CC1OC)C=CC(=O)C1=CC=C(C=C1)OCC(CN1CCN(CC1)C1=CC=CC=C1)O (3,4-Dimethoxy-4′-[2-hydroxy-3-(4-phenylpiperazin-1-yl)-propoxy]-chalcone). Reaction SMILES: [CH3:1][O:2][C:3]1[CH:4]=[C:5]([CH:11]=[CH:12][C:13]([C:15]2[CH:20]=[CH:19][C:18]([O:21][CH2:22][CH:23]3[O:25][CH2:24]3)=[CH:17][CH:16]=2)=[O:14])[CH:6]=[CH:7][C:8]=1[O:9][CH3:10].[C:26]1([N:32]2[CH2:37][CH2:36][NH:35][CH2:34][CH2:33]2)[CH:31]=[CH:30][CH:29]=[CH:28][CH:27]=1>CO>[CH3:1][O:2][C:3]1[CH:4]=[C:5]([CH:11]=[CH:12][C:13]([C:15]2[CH:16]=[CH:17][C:18]([O:21][CH2:22][CH:23]([OH:25])[CH2:24][N:35]3[CH2:36][CH2:37][N:32]([C:26]4[CH:31]=[CH:30][CH:29]=[CH:28][CH:27]=4)[CH2:33][CH2:34]3)=[CH:19][CH:20]=2)=[O:14])[CH:6]=[CH:7][C:8]=1[O:9][CH3:10]. Procedure: A solution of 3,4-dimethoxy-4′-(2,3-epoxy-propoxy)-chalcone, 16 (1 g, 2.9 mmol) and 1-phenyl piperazine (0.45 mL, 3 mmol) in dry methanol (90 mL) was stirred at reflux for 6 h. Reaction mixture was concentrated on rotavapor and crude product purified by column chromatography to afford 18. Yield 870 mg (60%); mp 126-127° C.; MS (FAB) 503 (M++1); IR (KBr) 3426, 1652; 1H NMR (200 MHz, CDCl3) δ 8.03 (d, J=8.8 Hz, 2H), 7.76 (d, J=15.5 Hz, 1H), 7.39 (d, J=15.5 Hz, 1H), 7.31-7.20 (m, 3H), 7.16 (d, J=1.... Starting materials: C(C)(=O)OC1C(N(CC1)CC(=O)O)=O ((R/S)-2-(3-acetoxy-2-oxo-1-pyrrolidinyl)acetic acid), N,N'-carbonyldiimidazole, CC1N(C(CCC1)C)CCN (2-(2,6-dimethyl-1-piperidinyl)ethylamine). Solvent: O1CCCC1 (tetrahydrofuran). Conditions: time 8 hour. Yields the product C[C@@H]1N([C@@H](CCC1)C)CCNC(CN1C(C(CC1)OC(C)=O)=O)=O ((R/S)-cis-N-[2-(2,6-dimethyl-1-piperidinyl)ethyl]-2-(3-acetoxy-2-oxo-1-pyrrolidinyl)acetamide). As a reaction SMILES: [C:1]([O:4][CH:5]1[CH2:9][CH2:8][N:7]([CH2:10][C:11]([OH:13])=O)[C:6]1=[O:14])(=[O:3])[CH3:2].[CH3:15][CH:16]1[CH2:21][CH2:20][CH2:19][CH:18]([CH3:22])[N:17]1[CH2:23][CH2:24][NH2:25]>O1CCCC1>[CH3:15][C@H:16]1[CH2:21][CH2:20][CH2:19][C@@H:18]([CH3:22])[N:17]1[CH2:23][CH2:24][NH:25][C:11](=[O:13])[CH2:10][N:7]1[CH2:8][CH2:9][CH:5]([O:4][C:1](=[O:3])[CH3:2])[C:6]1=[O:14]. Procedure: 1.0 g of (R/S)-2-(3-acetoxy-2-oxo-1-pyrrolidinyl)acetic acid is placed in 15 ml of absolute tetrahydrofuran, whereupon 0.89 g of N,N'-carbonyldiimidazole is added in one portion. The mixture is stirred at room temperature until the gas evolution is complete. Thereafter, 0.86 g of 94.7% cis-(2-(2,6-dimethyl-1-piperidinyl)ethylamine is added and the mixture is left to stand overnight at room temperature and then evaporated. The residue is chromatographed on 60 g of aluminum oxide (activity grade I... Reactants: ClC1=CC=C(C=C1)C1=NC(=NC(=C1)C(F)(F)F)C1=CC(=NC=C1)Cl (4-(4-chloro-phenyl)-2-(2-chloro-pyridin-4-yl)-6-trifluoromethyl-pyrimidine), NC1=NC=C(C=C1)B1OC(C(O1)(C)C)(C)C (2-amino-5-(4,4,5,5-tetramethyl-1,3,2-dioxaborolan-2-yl)pyridine). As a reaction SMILES: [Cl:1][C:2]1[CH:7]=[CH:6][C:5]([C:8]2[CH:13]=[C:12]([C:14]([F:17])([F:16])[F:15])[N:11]=[C:10]([C:18]3[CH:23]=[CH:22][N:21]=[C:20](Cl)[CH:19]=3)[N:9]=2)=[CH:4][CH:3]=1.[NH2:25][C:26]1[CH:31]=[CH:30][C:29](B2OC(C)(C)C(C)(C)O2)=[CH:28][N:27]=1>>[Cl:1][C:2]1[CH:7]=[CH:6][C:5]([C:8]2[CH:13]=[C:12]([C:14]([F:17])([F:15])[F:16])[N:11]=[C:10]([C:18]3[CH:23]=[CH:22][N:21]=[C:20]([C:29]4[CH:28]=[N:27][C:26]([NH2:25])=[CH:31][CH:30]=4)[CH:19]=3)[N:9]=2)=[CH:4][CH:3]=1. The product is ClC1=CC=C(C=C1)C1=NC(=NC(=C1)C(F)(F)F)C1=CC(=NC=C1)C=1C=NC(=CC1)N (4-[4-(4-Chloro-phenyl)-6-trifluoromethyl-pyrimidin-2-yl]-[2,3′]bipyridinyl-6′-ylamine), solid. Procedure details: The title compound was prepared from 4-(4-chloro-phenyl)-2-(2-chloro-pyridin-4-yl)-6-trifluoromethyl-pyrimidine (example E.5) (0.185 g, 0.5 mmol) and commercially available 2-amino-5-(4,4,5,5-tetramethyl-1,3,2-dioxaborolan-2-yl)pyridine (0.14 g, 0.65 mmol) according to the general procedure VI. Obtained as a light yellow solid (0.18 g, 85%). MS (ISP) 428.0 [(M+H)+]; mp 227° C. Isolated yield 85.0%. Starting materials: O=C(NC)C1=CC=CC(=C1)C. The reagents and catalysts are O1B(OC(C)(C)C1(C)C)B2OC(C)(C)C(O2)(C)C, O=C(NC1=CC=CC2=C1NC(=C2C)C)C=3C=NC(=CC3)C4=NC=CC=C4, C[OH2+].C[OH2+].C1CC=CCCC=C1.C1CC=CCCC=C1.[Ir].[Ir]. Run in O1CCCC1. Conditions: temperature 60 celsius, time 96 hour. The product is O=C(NC)C1=CC(=CC=C1B2OC(C)(C)C(O2)(C)C)C. Yield: 45.0%. Reported procedure: Isolated by chromatography using deactivated silica gel and ethyl acetate and petroleum ether (10:1 to 1:1) as the eluent.